describe an organic reaction: reactants, conditions, products, and yield From a dataset of the Open Reaction Database (ORD), a public repository of structured organic reaction records. RXN SMILES: Cl[C:2]1[N:3]=[CH:4][C:5](I)=[C:6]2[C:11]=1[N:10]=[C:9]([CH3:12])[CH:8]=[CH:7]2.[CH3:14][C:15]1[C:16](B(O)O)=[N:17][CH:18]=[CH:19][CH:20]=1.[NH2:24][C:25]1[S:26][CH:27]=[C:28]([CH3:30])[N:29]=1>>[CH3:12][C:9]1[CH:8]=[CH:7][C:6]2[C:11](=[C:2]([NH:24][C:25]3[S:26][CH:27]=[C:28]([CH3:30])[N:29]=3)[N:3]=[CH:4][C:5]=2[C:16]2[C:15]([CH3:14])=[CH:20][CH:19]=[CH:18][N:17]=2)[N:10]=1. Procedure: The title compound, MS: m/e=348.2 (M+H+), was prepared in accordance with the general method of example 15 step 1 and step 3 from 8-chloro-5-iodo-2-methyl-[1,7]naphthyridine (Example I), 3-methylpyridine-2-boronic acid and 2-amino-4-methylthiazole. Yields the product CC1=NC2=C(N=CC(=C2C=C1)C1=NC=CC=C1C)NC=1SC=C(N1)C ([2-Methyl-5-(3-methyl-pyridin-2-yl)-[1,7]naphthyridin-8-yl]-(4-methyl-thiazol-2-yl)-amine). Reactants: ClC=1N=CC(=C2C=CC(=NC12)C)I (8-chloro-5-iodo-2-methyl-[1,7]naphthyridine), CC=1C(=NC=CC1)B(O)O (3-methylpyridine-2-boronic acid), NC=1SC=C(N1)C (2-amino-4-methylthiazole). Starting materials: C(C)(C)(C)OC(=O)NC(C(=O)O)(C)C (2-(tert-butoxycarbonylamino)-2-methylpropanoic acid), C[Si](C)(C)C=[N+]=[N-] ((trimethylsilyl)diazomethane), C(C)(=O)O (Acetic acid). The solvent is CO.C(Cl)Cl (MeOH DCM). Conditions: time 30 minute. The product is C(C)(C)(C)OC(=O)NC(C(=O)OC)(C)C (Methyl 2-(tert-butoxycarbonylamino)-2-methylpropanoate). Yield: 98.4%. Reaction SMILES: [C:1]([O:5][C:6]([NH:8][C:9]([CH3:14])([CH3:13])[C:10]([OH:12])=[O:11])=[O:7])([CH3:4])([CH3:3])[CH3:2].[CH3:15][Si](C=[N+]=[N-])(C)C.C(O)(=O)C>CO.C(Cl)Cl>[C:1]([O:5][C:6]([NH:8][C:9]([CH3:14])([CH3:13])[C:10]([O:12][CH3:15])=[O:11])=[O:7])([CH3:4])([CH3:2])[CH3:3] |f:3.4|. Procedure: To a solution of 2-(tert-butoxycarbonylamino)-2-methylpropanoic acid (10.03 g, 49.4 mmol) in MeOH/DCM (60 mL/140 mL) at room temperature was added drop wise (trimethylsilyl)diazomethane (37.0 mL, 74.0 mmol). The reaction mixture was stirred for 30 minutes. Acetic acid was added drop wise to quench (trimethylsilyl)diazomethane. The reaction mixture was concentrated under reduced pressure to afford the desired product as a white solid (10.56 g). LCMS m/z 240.2 (M+Na)+, Rt 0.71 min. Starting materials: poly(lactic acid), P(O)(O)(O)=O (phosphoric acid), [O-2].[Mg+2] (magnesium oxide), C(C(O)C)(=O)O (lactic acid), P(O)(O)(O)=O (phosphoric acid). The solvent is O (water). Reaction conditions: temperature 120 celsius. The product is OC[C@H](O)[C@@H](O)[C@H](O)[C@H](O)CO (sorbitol). The yield is 2941.2%. RXN SMILES: [C:1]([OH:6])(=O)[CH:2]([CH3:4])[OH:3].P(=O)(O)(O)O.[O-2:12].[Mg+2]>O>[OH:12][CH2:4][C@@H:2]([C@H:1]([C@@H:4]([C@@H:2]([CH2:1][OH:6])[OH:3])[OH:12])[OH:6])[OH:3] |f:2.3|. Reported procedure: The poly(lactic acid) was made by adding 102.77 grams of 85% lactic acid into a 4000 ml beaker. 3.03 grams of 85% phosphoric acid was then added. The mixture was heated to 120° C. for four hours until it was apparent that the water had been removed. After the water was removed, 11.75 grams of sorbitol was added and the polylactate continued to react for another 2 hours. The phosphoric acid was neutralized with 1.0 gram of magnesium oxide. A total of 66.47 grams of sorbitol hexapolylactate was pr... Yields the product CC(=O)N1CCc2cccc(S(=O)(=O)Cl)c2C1. RXN SMILES: [C:1]([CH3:2])(=[O:3])[N:4]1[CH2:5][c:6]2[c:7]([NH2:14])[cH:8][cH:9][cH:10][c:11]2[CH2:12][CH2:13]1.[Cl-:23].[Cl-:27].[ClH:15].[K+:24].[N:16]([O-:17])=[O:18].[Na+:19].[O:20]=[S:21]=[O:22].[O:29]1[CH2:30][CH2:31][O:32][CH2:33][CH2:34]1.[OH2:25].[OH2:26].[OH2:28]>>[C:1]([CH3:2])(=[O:3])[N:4]1[CH2:5][c:6]2[c:7]([S:21]([Cl:15])(=[O:20])=[O:22])[cH:8][cH:9][cH:10][c:11]2[CH2:12][CH2:13]1. Starting materials: CC(=O)N1CCc2cccc(N)c2C1, [Cl-], [Cl-], Cl, [K+], O=N[O-], [Na+], O=S=O, C1COCCO1, O, O, O. Reactants: C1(CC1)[B-](F)(F)F.[K+] (potassium cyclopropyltrifluoroborate), C([O-])([O-])=O.[Cs+].[Cs+] (cesium carbonate), BrC=1C=NC=CC1OCC1CC1 (3-Bromo-4-cyclopropylmethoxy-pyridine). The reagents and catalysts are C(C)(=O)[O-].[Pd+2].C(C)(=O)[O-] (palladium(II) acetate), C(CCC)P(C12CC3CC(CC(C1)C3)C2)C23CC1CC(CC(C2)C1)C3 (butyldi-1-adamantylphosphine). Solvent: C1(=CC=CC=C1)C (toluene), O (water). Reaction conditions: temperature 115 celsius, time 16 hour. The product is C1(CC1)C=1C=NC=CC1OCC1CC1 (3-Cyclopropyl-4-cyclopropylmethoxy-pyridine). Yield: 78.4%. RXN SMILES: Br[C:2]1[CH:3]=[N:4][CH:5]=[CH:6][C:7]=1[O:8][CH2:9][CH:10]1[CH2:12][CH2:11]1.[CH:13]1([B-](F)(F)F)[CH2:15][CH2:14]1.[K+].C(=O)([O-])[O-].[Cs+].[Cs+]>C1(C)C=CC=CC=1.O.C([O-])(=O)C.[Pd+2].C([O-])(=O)C.C(P(C12CC3CC(CC(C3)C1)C2)C12CC3CC(CC(C3)C1)C2)CCC>[CH:13]1([C:2]2[CH:3]=[N:4][CH:5]=[CH:6][C:7]=2[O:8][CH2:9][CH:10]2[CH2:12][CH2:11]2)[CH2:15][CH2:14]1 |f:1.2,3.4.5,8.9.10|. Procedure details: To a solution of 3-Bromo-4-cyclopropylmethoxy-pyridine (Example 42a, 4.1 g, 18.0 mmol) in a mixture of toluene (55 ml) and water (6.5 ml) was added potassium cyclopropyltrifluoroborate (CAN 1065010-87-8, 2.79 g, 18.9 mmol), palladium(II) acetate (80.7 mg, 360 μmol), butyldi-1-adamantylphosphine (CAN 321921-71-5, 193 mg, 539 μmol) and cesium carbonate (14.6 g, 44.9 mmol). The reaction mixture was stirred at 115° C. for 16 h, cooled down to room temperature and filtered through a pad of celite. Th... Reactants: NCc1ccccc1Br, CN, CO, ClCCl. Yields the product CNCc1ccccc1Br. RXN SMILES: [Br:1][c:2]1[c:3]([CH2:4][NH2:5])[cH:6][cH:7][cH:8][cH:9]1.[CH3:10][NH2:11].[CH3:12][OH:13].[Cl:14][CH2:15][Cl:16]>>[Br:1][c:2]1[c:3]([CH2:4][NH:5][CH3:10])[cH:6][cH:7][cH:8][cH:9]1. Isolated yield 18.7%. Reaction SMILES: [F:1][C:2]1[CH:7]=[CH:6][C:5]([CH2:8][C:9]2[S:13][C:12]([C:14]#[C:15][C@H:16]([N:18]([OH:22])[C:19]([NH2:21])=[O:20])[CH3:17])=[CH:11][CH:10]=2)=[CH:4][CH:3]=1.CC(C[AlH]CC(C)C)C>C1COCC1>[F:1][C:2]1[CH:3]=[CH:4][C:5]([CH2:8][C:9]2[S:13][C:12](/[CH:14]=[CH:15]/[C@H:16]([N:18]([OH:22])[C:19]([NH2:21])=[O:20])[CH3:17])=[CH:11][CH:10]=2)=[CH:6][CH:7]=1. Procedure details: To a solution of (R)-N-{3-[5-(4-fluorophenylmethyl)thien-2-yl]-1-methyl-2-propynyl}-N-hydroxyurea (0.316g, 1.05 mmol), prepared as in Example 1, step 4, in THF (8 mL) at -70° C. was added DIBAL (5.23 mL, 5.25 mmol). The reaction was slowly allowed to warm to ambient temperature over 17 hours. The reaction was quenched into an aqueous 1M H3PO4 solution and extracted with ethyl acetate. The combined organic layers were washed with aqueous NaHCO3, dried (MgSO4) and evaporated. The residue was purif... Run in C1CCOC1 (THF). The reactants are CC(C)C[AlH]CC(C)C (DIBAL), FC1=CC=C(C=C1)CC1=CC=C(S1)C#C[C@@H](C)N(C(=O)N)O ((R)-N-{3-[5-(4-fluorophenylmethyl)thien-2-yl]-1-methyl-2-propynyl}-N-hydroxyurea). Product: FC1=CC=C(C=C1)CC1=CC=C(S1)/C=C/[C@@H](C)N(C(=O)N)O (E-N-[3-(5-(4-Fluorophenylmethyl)-thien-2-yl)-1-(R)-methyl-2-propenyl]-N-hydroxyurea). Reactants: C1(CCCC1)C[C@@H](C(=O)O)N1C(C=C(C1)OC)=O ((S)-3-cyclopentyl-2-(4-methoxy-2-oxo-2,5-dihydro-pyrrol-1-yl)-propionic acid), C(C(=O)Cl)(=O)Cl (oxalyl chloride), N1=C(C=NC=C1)N (pyrazin-2-ylamine), C(C)(C)N(C(C)C)CC (N,N-diisopropylethylamine). Reagents/catalysts: CN(C=O)C (N,N-dimethylformamide). The solvent is C1=CC=CC=C1 (benzene), ClCCl (dichloromethane). Reaction conditions: temperature 25 celsius, time 2 hour. Yields the product C1(CCCC1)C[C@@H](C(=O)NC1=NC=CN=C1)N1C(C=C(C1)OC)=O ((S)-3-cyclopentyl-2-(4-methoxy-2-oxo-2,5-dihydro-pyrrol-1-yl)-N-pyrazin-2-yl-propionamide). Isolated yield 3.7%. RXN SMILES: [CH:1]1([CH2:6][C@H:7]([N:11]2[CH2:15][C:14]([O:16][CH3:17])=[CH:13][C:12]2=[O:18])[C:8]([OH:10])=O)[CH2:5][CH2:4][CH2:3][CH2:2]1.C(Cl)(=O)C(Cl)=O.[N:25]1[CH:30]=[CH:29][N:28]=[CH:27][C:26]=1[NH2:31].C(N(CC)C(C)C)(C)C>C1C=CC=CC=1.CN(C)C=O.ClCCl>[CH:1]1([CH2:6][C@H:7]([N:11]2[CH2:15][C:14]([O:16][CH3:17])=[CH:13][C:12]2=[O:18])[C:8]([NH:31][C:26]2[CH:27]=[N:28][CH:29]=[CH:30][N:25]=2)=[O:10])[CH2:2][CH2:3][CH2:4][CH2:5]1. Procedure details: A solution of (S)-3-cyclopentyl-2-(4-methoxy-2-oxo-2,5-dihydro-pyrrol-1-yl)-propionic acid (prepared as in Example 1, 106 mg, 0.41 mmol) in benzene (10 mL) was treated with oxalyl chloride (55 mg, 0.43 mmol), and N,N-dimethylformamide (1 drop). Effervescence was observed. The reaction mixture was stirred for 2 h at 25° C., under nitrogen. The reaction mixture was concentrated, and dissolved in dichloromethane (10 mL) and treated with pyrazin-2-ylamine (42 mg, 0.43 mmol), and N,N-diisopropylethyl...